Dataset: the Open Reaction Database (ORD), a public repository of structured organic reaction records. Task: describe an organic reaction: reactants, conditions, products, and yield Procedure: Into an agitated reactor are placed 981 g of a 1900 A butadiene/styrene/acrylonitrile (93/5/2) rubber latex (37.2% solids), 388 g of water, 0.255 g of K2S2O8, and 0.085 g of EDTA.2Na+. The pH of the mixture is adjusted to 3.5 using acetic acid. The mixture is then heated to 65° C. At this point two continuous addition (conadd) feed streams are started and added over a one hour period. One is 72 g of an aqueous stream consisting of 2.12% sodium dodecylbenzene sulfonate. The other stream is 87 g o... Starting materials: 1900, K2S2O8, C(CN(CC(=O)O)CC(=O)O)N(CC(=O)O)CC(=O)O (EDTA), monomer, C(C=C)(=O)OCC (ethyl acrylate), C(C(=C)C)(=O)O (methacrylic acid), C=CC=C.C=CC1=CC=CC=C1.C(C=C)#N (butadiene styrene acrylonitrile), solids, C(CCCCCCCCCCC)OS(=O)(=O)C1=CC=CC=C1.[Na] (sodium dodecylbenzene sulfonate). The product is C(C=C)(=O)OCC.C(C(=C)C)(=O)O (Ethyl Acrylate Methacrylic Acid). RXN SMILES: C=CC=C.C=CC1C=CC=CC=1.C(#N)C=C.C(N(CC(O)=O)CC(O)=O)CN(CC(O)=O)CC(O)=O.C(OS(C1C=CC=CC=1)(=O)=O)CCCCCCCCCCC.[Na].[C:60]([O:64][CH2:65][CH3:66])(=[O:63])[CH:61]=[CH2:62].[C:67]([OH:72])(=[O:71])[C:68]([CH3:70])=[CH2:69]>CC(=O)OCC.C(O)(=O)C.O>[C:60]([O:64][CH2:65][CH3:66])(=[O:63])[CH:61]=[CH2:62].[C:67]([OH:72])(=[O:71])[C:68]([CH3:70])=[CH2:69] |f:0.1.2,4.5,11.12,^1:58|. The solvent is CC(OCC)=O (EA), O (water), C(C)(=O)O (acetic acid). Reaction conditions: temperature 65 celsius. Reactants: ClC(CC=1C(=C(C(=O)OC)C=CC1)O)=C (Methyl 3-(2-chloro-2-propenyl)-2-hydroxybenzoate), ClC(COC1=C(C(=O)OC)C=CC=C1)=C (methyl 2-(2-chloro-2-propenyloxy)-benzoate). Reaction conditions: temperature 260 celsius. Yields the product ClC(CC=1C(=C(C(=O)OCC)C=CC1)O)=C (ethyl 3-(2-chloro-2-propenyl)-2-hydroxybenzoate). The yield is 88.0%. RXN SMILES: [Cl:1][C:2](=[CH2:15])[CH2:3][C:4]1[C:5]([OH:14])=[C:6]([CH:11]=[CH:12][CH:13]=1)[C:7]([O:9][CH3:10])=[O:8].Cl[C:17](=C)COC1C=CC=CC=1C(OC)=O>>[Cl:1][C:2](=[CH2:15])[CH2:3][C:4]1[C:5]([OH:14])=[C:6]([CH:11]=[CH:12][CH:13]=1)[C:7]([O:9][CH2:10][CH3:17])=[O:8]. Procedure: Methyl 3-(2-chloro-2-propenyl)-2-hydroxybenzoate. 274.1 g (1.21 mole) of methyl 2-(2-chloro-2-propenyloxy)-benzoate, placed in a 2 liter round-bottomed flask, are carefully degassed with argon. This is then heated as rapidly as possible to 260° C. At this temperature, an exothermic reaction takes place suddenly: the temperature increases to 293° C. by itself and reflux and blackening of the reaction mixture takes place. After cooling to ambient temperature, the product is distilled under reduced... The reactants are N#Cc1cc(F)c(Br)cc1F, OC(CCCl)c1ccccc1. Product: N#Cc1cc(F)c(Br)cc1OC(CCCl)c1ccccc1. Reaction SMILES: [Br:1][c:2]1[cH:3][c:4]([F:11])[c:5]([C:6]#[N:7])[cH:8][c:9]1[F:10].[Cl:12][CH2:13][CH2:14][CH:15]([OH:16])[c:17]1[cH:18][cH:19][cH:20][cH:21][cH:22]1>>[Br:1][c:2]1[cH:3][c:4]([O:16][CH:15]([CH2:14][CH2:13][Cl:12])[c:17]2[cH:18][cH:19][cH:20][cH:21][cH:22]2)[c:5]([C:6]#[N:7])[cH:8][c:9]1[F:10]. The reactants are NCCSCCN (aminoethylthioethylamine), C1(=CC=CC2=CC=CC=C12)S(=O)(=O)Cl (1-naphthalenesulfonyl chloride), C(C)#N (acetonitrile). Conditions: time 2 day. Yields the product C1(=CC=CC2=CC=CC=C12)S(=O)(=O)NC(C)SCCN (1-naphthalenesulfonylaminoethylthioethylamine). RXN SMILES: N[CH2:2][CH2:3][S:4][CH2:5][CH2:6][NH2:7].[C:8]1([S:18](Cl)(=[O:20])=[O:19])[C:17]2[C:12](=[CH:13][CH:14]=[CH:15][CH:16]=2)[CH:11]=[CH:10][CH:9]=1.C(#[N:24])C>>[C:8]1([S:18]([NH:24][CH:3]([S:4][CH2:5][CH2:6][NH2:7])[CH3:2])(=[O:20])=[O:19])[C:17]2[C:12](=[CH:13][CH:14]=[CH:15][CH:16]=2)[CH:11]=[CH:10][CH:9]=1. Procedure: Under ice cooling, 5.29 g of aminoethylthioethylamine was added dropwise with 120 mL of acetonitrile solution in which 1.00 g of 1-naphthalenesulfonyl chloride was dissolved, and the mixture was stirred at room temperature for two days. The reaction mixture was evaporated under reduced pressure, and then the residue was added with 500 mL of water and extracted with dichloromethane. The organic layer was dried over anhydrous sodium sulfate, and then the solvent was evaporated under reduced pressu...